From a dataset of the Open Reaction Database (ORD), a public repository of structured organic reaction records. describe an organic reaction: reactants, conditions, products, and yield Starting materials: C(C)N(C1=CC(=CC=C1)C)CCO (N-ethyl-N-(β-hydroxyethyl)-m-toluidine), S(O)(O)(=O)=O (sulfuric acid), [H][H] (hydrogen), S(O)(O)(=O)=O (sulfuric acid), N(=O)OC(C)C (isopropyl nitrite). Reagents/catalysts: [C].[Pd] (palladium-carbon). Run in C(C)(C)O (isopropanol), C(C)(C)O (isopropanol). Run at temperature 10 celsius, time 3 hour. Product: S(=O)(=O)(O)O.NC1=C(C=C(N(CCO)CC)C=C1)C (4-amino-3-methyl-N-ethyl-N-(β-hydroxyethyl)aniline sulfate). Yield: 182.4%. Reaction SMILES: [CH2:1]([N:3]([CH2:11][CH2:12][OH:13])[C:4]1[CH:9]=[CH:8][CH:7]=[C:6]([CH3:10])[CH:5]=1)[CH3:2].[S:14](=[O:18])(=[O:17])([OH:16])[OH:15].[N:19](OC(C)C)=O.[H][H]>[C].[Pd].C(O)(C)C>[S:14]([OH:18])([OH:17])(=[O:16])=[O:15].[NH2:19][C:7]1[CH:8]=[CH:9][C:4]([N:3]([CH2:1][CH3:2])[CH2:11][CH2:12][OH:13])=[CH:5][C:6]=1[CH3:10] |f:4.5,7.8|. Procedure: With 89.6 g (0.5 mole) of N-ethyl-N-(β-hydroxyethyl)-m-toluidine was mixed 270 ml of 50% v/v isopropanol, and 24.5 g (0.25 mole) of sulfuric acid was added with cooling and stirring at 10° C. or lower. After 49.0 g (0.55 mole) of isopropyl nitrite was added dropwise at 10° C. or lower, the reaction was carried out at 2°-5° C. for another 3 hours. After completion of the reaction, hydrogenation was carried out at 40°-45° C. and at a hydrogen pressure of 3-5 kg/cm2 while adding the nitrosation rea... Starting materials: O=C(O)c1cc(Br)nn1-c1ncccc1Cl, CS(=O)(=O)Cl, CC#N, Cc1cc(Cl)cc2c1NC(=O)C2=O. The product is Cc1cc(Cl)cc2c1N(C(=O)c1cc(Br)nn1-c1ncccc1Cl)C(=O)C2=O. Reaction SMILES: [Br:1][c:2]1[n:3][n:4](-[c:10]2[n:11][cH:12][cH:13][cH:14][c:15]2[Cl:16])[c:5]([C:7](=[O:8])[OH:9])[cH:6]1.[CH3:30][S:31](=[O:32])(=[O:33])[Cl:34].[CH3:35][C:36]#[N:37].[Cl:17][c:18]1[cH:19][c:20]2[c:24]([c:25]([CH3:27])[cH:26]1)[NH:23][C:22](=[O:28])[C:21]2=[O:29]>>[Br:1][c:2]1[n:3][n:4](-[c:10]2[n:11][cH:12][cH:13][cH:14][c:15]2[Cl:16])[c:5]([C:7](=[O:9])[N:23]2[C:22](=[O:28])[C:21](=[O:29])[c:20]3[cH:19][c:18]([Cl:17])[cH:26][c:25]([CH3:27])[c:24]32)[cH:6]1. The reactants are CC1=C(O)C=CC(=C1)O (2-methylhydroquinone), CC(CCCC(=O)OC)=C (methyl 5-methylhex-5-enoate), C1(=CC=C(C=C1)S(=O)(=O)O)C (p-toluene sulphonic acid). Solvent: CCOCC (ether). Yields the product OC1=C(C=C(C(=C1)C)O)C(CC=CC(=O)OC)(C)C (methyl 5-(2',5'-dihydroxy-4'-methyl-phenyl)-5-methyl-hexenoate). Reaction SMILES: [CH3:1][C:2]1[CH:8]=[C:7]([OH:9])C=[CH:5][C:3]=1[OH:4].[CH3:10][C:11](=[CH2:19])[CH2:12][CH2:13][CH2:14][C:15]([O:17][CH3:18])=[O:16].[C:20]1(C)C=CC(S(O)(=O)=O)=CC=1>CCOCC>[OH:9][C:7]1[CH:8]=[C:2]([CH3:1])[C:3]([OH:4])=[CH:5][C:19]=1[C:11]([CH3:20])([CH3:10])[CH2:12][CH:13]=[CH:14][C:15]([O:17][CH3:18])=[O:16]. Procedure details: 12.4 Parts of 2-methylhydroquinone, 14.2 parts of methyl 5-methylhex-5-enoate, and 0.5 parts of p-toluene sulphonic acid are heated on a steam bath for 24 hours. The cooled reaction mixture is treated with ether, washed firstly with a 10% aqueous solution of sodium hydroxide, and then with water until the aqueous phase is neutral. The ethereal layer is separated and evaporated to give a viscous oil which after short-path distillion at 0.13 mb gives methyl 5-(2',5'-dihydroxy-4'-methyl-phenyl)-5-m... Reactants: CS(C)=O, O=[N+]([O-])c1cc(F)cc(-n2cnnc2)c1, [K+], [K+], [N-]=[N+]=NC1CCNCC1O, O=C([O-])[O-], O. The product is [N-]=[N+]=NC1CCN(c2cc(-n3cnnc3)cc([N+](=O)[O-])c2)CC1O. As a reaction SMILES: [CH3:33][S:34]([CH3:35])=[O:36].[F:1][c:2]1[cH:3][c:4](-[n:11]2[cH:12][n:13][n:14][cH:15]2)[cH:5][c:6]([N+:8](=[O:9])[O-:10])[cH:7]1.[K+:26].[K+:27].[N:16](=[N+:17]=[N-:18])[CH:19]1[CH:20]([OH:25])[CH2:21][NH:22][CH2:23][CH2:24]1.[O-:28][C:29]([O-:30])=[O:31].[OH2:32]>>[c:2]1([N:22]2[CH2:21][CH:20]([OH:25])[CH:19]([N:16]=[N+:17]=[N-:18])[CH2:24][CH2:23]2)[cH:3][c:4](-[n:11]2[cH:12][n:13][n:14][cH:15]2)[cH:5][c:6]([N+:8](=[O:9])[O-:10])[cH:7]1. Starting materials: CC1(OC2=C(C(=CC(=C2)C(CCC)(C)C2=CC=C(C=C2)F)O)C2=C1CCN(C2)CC#C)C (5,5-dimethyl-10-hydroxy-8-(4-fluorophenyl-1-methylbutyl)-2-(2-propynyl)-1,2,3,4-tetrahydro-5H[1]benzopyrano[3,4-d]pyridine), Cl.CC1N(CCCC1)CCCC(=O)O (γ-(2-methylpiperidino)butyric acid hydrochloride), C1(CCCCC1)N=C=NC1CCCCC1 (dicyclohexylcarbodiimide). The solvent is C(Cl)Cl (methylene chloride), C(Cl)Cl (methylene chloride), C(C)OCC (diethyl ether). Reaction conditions: time 16 hour. The product is Cl.CC1(OC2=C(C(=CC(=C2)C(CCC)(C)C2=CC=C(C=C2)F)OC(CCCN2C(CCCC2)C)=O)C2=C1CCN(C2)CC#C)C (5,5-Dimethyl-10-[4-(2-methylpiperidino)butyryloxy]-8-(4-fluorophenyl-1-methylbutyl)-2-(2-propynyl)-1,2,3,4-tetrahydro-5H[1]benzopyrano[3,4-d]pyridine hydrochloride). Reaction SMILES: [CH3:1][C:2]1([CH3:32])[C:24]2[CH2:25][CH2:26][N:27]([CH2:29][C:30]#[CH:31])[CH2:28][C:23]=2[C:5]2[C:6]([OH:22])=[CH:7][C:8]([C:10]([C:15]3[CH:20]=[CH:19][C:18]([F:21])=[CH:17][CH:16]=3)([CH3:14])[CH2:11][CH2:12][CH3:13])=[CH:9][C:4]=2[O:3]1.[ClH:33].[CH3:34][CH:35]1[CH2:40][CH2:39][CH2:38][CH2:37][N:36]1[CH2:41][CH2:42][CH2:43][C:44](O)=[O:45].C1(N=C=NC2CCCCC2)CCCCC1>C(Cl)Cl.C(OCC)C>[ClH:33].[CH3:32][C:2]1([CH3:1])[C:24]2[CH2:25][CH2:26][N:27]([CH2:29][C:30]#[CH:31])[CH2:28][C:23]=2[C:5]2[C:6]([O:22][C:44](=[O:45])[CH2:43][CH2:42][CH2:41][N:36]3[CH2:37][CH2:38][CH2:39][CH2:40][CH:35]3[CH3:34])=[CH:7][C:8]([C:10]([C:15]3[CH:16]=[CH:17][C:18]([F:21])=[CH:19][CH:20]=3)([CH3:14])[CH2:11][CH2:12][CH3:13])=[CH:9][C:4]=2[O:3]1 |f:1.2,6.7|. Procedure details: A mixture of equimolar quantities of 5,5-dimethyl-10-hydroxy-8-(4-fluorophenyl-1-methylbutyl)-2-(2-propynyl)-1,2,3,4-tetrahydro-5H[1]benzopyrano[3,4-d]pyridine, γ-(2-methylpiperidino)butyric acid hydrochloride and dicyclohexylcarbodiimide in methylene chloride are stirred at room temperature for 16 hours. The reaction mixture is cooled and the solid removed by suction filtration. The methylene chloride is evaporated to give a residue which is dissolved in methylene chloride and diethyl ether. Af... The reactants are [N+](=O)([O-])C=1C=CC(=C(C1)O)N1C=CC=C1 (5-nitro-2-(1H-pyrrol-1-yl)phenol), C([O-])([O-])=O.[K+].[K+] (potassium carbonate), IC(C)C (2-iodopropane). Run in C(Cl)Cl (methylene chloride), CC(=O)C (acetone). The product is CC(C)OC1=C(C=CC(=C1)[N+](=O)[O-])N1C=CC=C1 (1-(1-methylethoxy-4-nitrophenyl)pyrrole). Isolated yield 71.1%. Reaction SMILES: [N+:1]([C:4]1[CH:5]=[CH:6][C:7]([N:11]2[CH:15]=[CH:14][CH:13]=[CH:12]2)=[C:8]([OH:10])[CH:9]=1)([O-:3])=[O:2].C(=O)([O-])[O-].[K+].[K+].I[CH:23]([CH3:25])[CH3:24]>CC(C)=O.C(Cl)Cl>[CH3:24][CH:23]([O:10][C:8]1[CH:9]=[C:4]([N+:1]([O-:3])=[O:2])[CH:5]=[CH:6][C:7]=1[N:11]1[CH:12]=[CH:13][CH:14]=[CH:15]1)[CH3:25] |f:1.2.3|. Reported procedure: To a stirred mixture of 3.6 g (0.02 mole) of 5-nitro-2-(1H-pyrrol-1-yl)phenol and 3.7 g (0.27 mole) of potassium carbonate in 40 ml of acetone was added 4.5 g (0.027 mole) of 2-iodopropane. After complete addition the mixture was stirred at reflux for approximately 16 hours. The reaction mixture was cooled, and the solvent evaporated under reduced pressure to leave a residue. The residue was dissolved in methylene chloride, filtered, and the filtrate evaporated under reduced pressure to leave re... The product is CC(=O)N1CCC(C(=O)N(CCCN2CCC(Nc3ccc(N)cc3)CC2)c2ccc(Cl)c(Cl)c2)CC1. Reaction SMILES: [BH4-:40].[C:1]([CH3:2])(=[O:3])[N:4]1[CH2:5][CH2:6][CH:7]([C:10](=[O:11])[N:12]([CH2:13][CH2:14][CH2:15][N:16]2[CH2:17][CH2:18][CH:19]([NH:22][c:23]3[cH:24][cH:25][c:26]([N+:29]([O-:30])=[O:31])[cH:27][cH:28]3)[CH2:20][CH2:21]2)[c:32]2[cH:33][c:34]([Cl:39])[c:35]([Cl:38])[cH:36][cH:37]2)[CH2:8][CH2:9]1.[CH3:42][CH2:43][O:44][C:45](=[O:46])[CH3:47].[CH3:49][CH2:50][CH2:51][CH2:52][CH2:53][CH3:54].[CH:55]([O:56][CH:57]([CH3:58])[CH3:59])([CH3:60])[CH3:61].[Na+:41].[Ni:62]([Br:63])[Br:64].[OH2:48]>>[C:1]([CH3:2])(=[O:3])[N:4]1[CH2:5][CH2:6][CH:7]([C:10](=[O:11])[N:12]([CH2:13][CH2:14][CH2:15][N:16]2[CH2:17][CH2:18][CH:19]([NH:22][c:23]3[cH:24][cH:25][c:26]([NH2:29])[cH:27][cH:28]3)[CH2:20][CH2:21]2)[c:32]2[cH:33][c:34]([Cl:39])[c:35]([Cl:38])[cH:36][cH:37]2)[CH2:8][CH2:9]1. The reactants are [BH4-], CC(=O)N1CCC(C(=O)N(CCCN2CCC(Nc3ccc([N+](=O)[O-])cc3)CC2)c2ccc(Cl)c(Cl)c2)CC1, CCOC(C)=O, CCCCCC, CC(C)OC(C)C, [Na+], Br[Ni]Br, O. Reactants: COC(OC)c1ccccc1O, C1CCOC1, c1ccc(P(c2ccccc2)c2ccccc2)cc1. Product: O=P(c1ccccc1)(c1ccccc1)c1ccccc1. Reaction SMILES: [CH3:1][O:2][CH:3]([O:4][CH3:5])[c:6]1[cH:7][cH:8][cH:9][cH:10][c:11]1[OH:12].[O:32]1[CH2:33][CH2:34][CH2:35][CH2:36]1.[c:13]1([P:19]([c:20]2[cH:21][cH:22][cH:23][cH:24][cH:25]2)[c:26]2[cH:27][cH:28][cH:29][cH:30][cH:31]2)[cH:14][cH:15][cH:16][cH:17][cH:18]1>>[O:2]=[P:19]([c:13]1[cH:14][cH:15][cH:16][cH:17][cH:18]1)([c:20]1[cH:21][cH:22][cH:23][cH:24][cH:25]1)[c:26]1[cH:27][cH:28][cH:29][cH:30][cH:31]1.